From a dataset of the Open Reaction Database (ORD), a public repository of structured organic reaction records. describe an organic reaction: reactants, conditions, products, and yield Starting materials: CCCCCC.C(C)(=O)OCC (hexane ethyl acetate), O=C1CCC(CC1)C(=O)OCC (ethyl 4-oxocyclohexanecarboxylate), Cl.Cl.BrC=1C=CC(=C(C(=O)O)C1)NN (5-bromo-2-hydrazinylbenzoic acid dihydrochloride). Solvent: C(C)(=O)OCC (ethyl acetate), CC(=O)O (AcOH), CCOCC (ether). Product: BrC=1C=C2C=3CC(CCC3NC2=C(C1)C(=O)O)C(=O)OCC (6-bromo-3-(ethoxycarbonyl)-2,3,4,9-tetrahydro-1H-carbazole-8-carboxylic acid). Yield: 56.6%. As a reaction SMILES: Cl.Cl.[Br:3][C:4]1[CH:5]=[CH:6][C:7]([NH:13]N)=[C:8]([CH:12]=1)[C:9]([OH:11])=[O:10].O=[C:16]1[CH2:21][CH2:20][CH:19]([C:22]([O:24][CH2:25][CH3:26])=[O:23])[CH2:18][CH2:17]1.CCCCCC.C(OCC)(=O)C>CC(O)=O.C(OCC)(=O)C.CCOCC>[Br:3][C:4]1[CH:5]=[C:6]2[C:7](=[C:8]([C:9]([OH:11])=[O:10])[CH:12]=1)[NH:13][C:16]1[CH2:21][CH2:20][CH:19]([C:22]([O:24][CH2:25][CH3:26])=[O:23])[CH2:18][C:17]2=1 |f:0.1.2,4.5|. Procedure details: To a stirred suspension of 5-bromo-2-hydrazinylbenzoic acid dihydrochloride (3.08 g, 10.13 mmol) in AcOH, (˜0.5M) (20 mL) was added ethyl 4-oxocyclohexanecarboxylate (1.759 g, 10.34 mmol) at room temperature. The cream-colored reaction mixture was then stirred under reflux for 4 h. The reaction mixture was cooled to room temperature and concentrated in vacuo to afford a yellow solid. The solid was then dissolved in ethyl acetate, washed with 1N aqueous HCl and brine solution. The organic phase w... Starting materials: CN(C)CC1=C(C=C(O1)CO)C (5-(dimethylaminomethyl)-4-methyl-2-furanmethanol), CC(C)([O-])C.[K+] (potassium tert-butoxide), Cl.ClC(CN)C (2-chloropropylamine, hydrochloride). Run in CN(C=O)C (dimethylformamide), CN(C=O)C (dimethylformamide). Conditions: time 20 minute. Product: NC(COCC1=CC(=C(O1)CN(C)C)C)C (5-[2-(Amino)propoxy]methyl-N,N,3-trimethyl-2-furanmethanamine). Isolated yield 14.4%. Reaction SMILES: [CH3:1][N:2]([CH2:4][C:5]1[O:9][C:8]([CH2:10][OH:11])=[CH:7][C:6]=1[CH3:12])[CH3:3].[CH3:13][C:14]([CH3:17])([O-])C.[K+].Cl.ClC(C)C[NH2:23]>CN(C)C=O>[NH2:23][CH:14]([CH3:17])[CH2:13][O:11][CH2:10][C:8]1[O:9][C:5]([CH2:4][N:2]([CH3:1])[CH3:3])=[C:6]([CH3:12])[CH:7]=1 |f:1.2,3.4|. Procedure: A mixture of 5-(dimethylaminomethyl)-4-methyl-2-furanmethanol (1.35 g) and potassium tert-butoxide (0.9 g) in dry dimethylformamide (3 ml) at 0° was treated with a solution of 2-chloropropylamine, hydrochloride (0.4 g) in dry dimethylformamide (2 ml). After 20 minutes at ambient temperature, the mixture was quenched with oxalic acid (2 g) and the solvent removed in vacuo. Excess anhydrous sodium carbonate was added and the product extracted into chloroform. The chloroform extract was purified by... Reactants: Cc1cc(N)sn1, O=C(Cl)OCC(Cl)(Cl)Cl, C1CCOC1, O, c1ccncc1. Yields the product Cc1cc(NC(=O)OCC(Cl)(Cl)Cl)sn1. As a reaction SMILES: [CH3:1][c:2]1[n:3][s:4][c:5]([NH2:7])[cH:6]1.[Cl:14][C:15](=[O:16])[O:17][CH2:18][C:19]([Cl:20])([Cl:21])[Cl:22].[O:24]1[CH2:25][CH2:26][CH2:27][CH2:28]1.[OH2:23].[cH:8]1[cH:9][cH:10][n:11][cH:12][cH:13]1>>[CH3:1][c:2]1[n:3][s:4][c:5]([NH:7][C:15](=[O:16])[O:17][CH2:18][C:19]([Cl:20])([Cl:21])[Cl:22])[cH:6]1. Reactants: C(C)(C)(C)C1C(N(C1OC1=CC=CC=C1)C=1SC=C(N1)C(NC(CO[Si](C1=CC=CC=C1)(C1=CC=CC=C1)C(C)(C)C)CO[Si](C1=CC=CC=C1)(C1=CC=CC=C1)C(C)(C)C)=O)OC1=CC=CC=C1 (3-t-butyldiphenyloxy-1-{4-[2-(t-butyldiphenylsilyloxy)-1-(t-butyldiphenylsilyloxymethyl)ethylcarbamoyl]-1,3-thiazol-2-yl}azetidine), O1CCCC1 (tetrahydrofuran), O1CCCC1 (tetrahydrofuran), [F-].C(CCC)[N+](CCCC)(CCCC)CCCC (tetra-n-butylammonium fluoride), ice. Yields the product OC1CN(C1)C=1SC=C(N1)C(NC(CO)CO)=O (3-hydroxy-1-{4-[2-hydroxy-1-(hydroxymethyl)-ethylcarbamoyl]-1,3-thiazol-2-yl}azetidine). Isolated yield 100.0%. Reaction SMILES: C([CH:5]1[CH:8](OC2C=CC=CC=2)[N:7]([C:16]2[S:17][CH:18]=[C:19]([C:21](=[O:62])[NH:22][CH:23]([CH2:43][O:44][Si](C(C)(C)C)(C3C=CC=CC=3)C3C=CC=CC=3)[CH2:24][O:25][Si](C(C)(C)C)(C3C=CC=CC=3)C3C=CC=CC=3)[N:20]=2)[CH:6]1OC1C=CC=CC=1)(C)(C)C.[F-].C([N+](CCCC)(CCCC)CCCC)CCC.[O:88]1CCCC1>>[OH:88][CH:5]1[CH2:6][N:7]([C:16]2[S:17][CH:18]=[C:19]([C:21](=[O:62])[NH:22][CH:23]([CH2:24][OH:25])[CH2:43][OH:44])[N:20]=2)[CH2:8]1 |f:1.2|. Procedure details: To a solution of 3-t-butyldiphenyloxy-1-{4-[2-(t-butyldiphenylsilyloxy)-1-(t-butyldiphenylsilyloxymethyl)ethylcarbamoyl]-1,3-thiazol-2-yl}azetidine (3.19 g, 3.23 mmol) (obtained as described in Reference Example 39(3)) in anhydrous tetrahydrofuran (160 ml) was added a solution of 1.0M tetra-n-butylammonium fluoride in tetrahydrofuran (11.6 ml, 11.6 mmol) in an ice bath. The mixture was stirred in the ice bath for 2 hours. After checking the completion of the reaction, the reaction mixture was co...